Dataset: the Open Reaction Database (ORD), a public repository of structured organic reaction records. Task: describe an organic reaction: reactants, conditions, products, and yield The reactants are FC1=C(C=C(C=C1)F)C=1C(=CC(=CC1)C(=O)OC)C(=O)OC (Dimethyl 2′,5′-difluoro-1,1′-biphenyl-2,4-dicarboxylate), [OH-].[K+] (potassium hydroxide), Cl (HCl). Run in C1CCOC1 (THF), CO (MeOH). Run at time 19 hour. Yields the product FC1=C(C=C(C=C1)F)C1=C(C=C(C=C1)C(=O)O)C(=O)OC (2′,5′-Difluoro-2-((methyloxy)carbonyl)-1,1′-biphenyl-4-carboxylic acid). Isolated yield 100.0%. Reaction SMILES: [F:1][C:2]1[CH:7]=[CH:6][C:5]([F:8])=[CH:4][C:3]=1[C:9]1[C:10]([C:19]([O:21][CH3:22])=[O:20])=[CH:11][C:12]([C:15]([O:17]C)=[O:16])=[CH:13][CH:14]=1.[OH-].[K+].Cl>C1COCC1.CO>[F:1][C:2]1[CH:7]=[CH:6][C:5]([F:8])=[CH:4][C:3]=1[C:9]1[CH:14]=[CH:13][C:12]([C:15]([OH:17])=[O:16])=[CH:11][C:10]=1[C:19]([O:21][CH3:22])=[O:20] |f:1.2|. Procedure: To a stirred solution of 83.27A (0.800 g, 2.6 mmol) in THF (7.00 mL) and MeOH (7.00 mL) at 0° C. was slowly added potassium hydroxide (1.4 mL, 2.9 mmol) to maintain the temperature below 6° C. The reaction mixture was then allowed to warm to room temperature and stirred for 19 hours. The reaction was then acidified with 1N HCl and extracted three times with EtOAc. After drying over anhydrous magnesium sulfate and filtering, the organic solvent was removed under reduced pressure to yield 83.27B a...